From a dataset of the Open Reaction Database (ORD), a public repository of structured organic reaction records. describe an organic reaction: reactants, conditions, products, and yield Procedure details: Ethyl 5-(4-methyl-1,4-diazepan-1-yl)thiophene-2-carboxylate (0.201 g, 0.75 mmol) and 5-[2-(3,5-dimethoxyphenyl)ethyl]-2H-pyrazol-3-amine (0.185 g, 0.75 mmol) in toluene (10 mL) were stirred at 20° C. and a 2M solution of trimethylaluminium in toluene (0.938 mL, 1.88 mmol) was added drop-wise. The reaction stirred under nitrogen at 60° C. for 18 h. The reaction mixture was cooled and quenched by pouring into methanol (50 ml), acidified with few drops of 2N hydrochloric acid. The crude product was... Yields the product COC=1C=C(C=C(C1)OC)CCC=1C=C(NN1)NC(=O)C=1SC(=CC1)N1CCN(CCC1)C (N-[5-[2-(3,5-dimethoxyphenyl)ethyl]-2H-pyrazol-3-yl]-5-(4-methyl-1,4-diazepan-1-yl)thiophene-2-carboxamide). Solvent: C1(=CC=CC=C1)C (toluene), C1(=CC=CC=C1)C (toluene). Reaction SMILES: [CH3:1][N:2]1[CH2:8][CH2:7][CH2:6][N:5]([C:9]2[S:13][C:12]([C:14]([O:16]CC)=O)=[CH:11][CH:10]=2)[CH2:4][CH2:3]1.[CH3:19][O:20][C:21]1[CH:22]=[C:23]([CH2:29][CH2:30][C:31]2[CH:32]=[C:33]([NH2:36])[NH:34][N:35]=2)[CH:24]=[C:25]([O:27][CH3:28])[CH:26]=1.C[Al](C)C>C1(C)C=CC=CC=1>[CH3:28][O:27][C:25]1[CH:24]=[C:23]([CH2:29][CH2:30][C:31]2[CH:32]=[C:33]([NH:36][C:14]([C:12]3[S:13][C:9]([N:5]4[CH2:6][CH2:7][CH2:8][N:2]([CH3:1])[CH2:3][CH2:4]4)=[CH:10][CH:11]=3)=[O:16])[NH:34][N:35]=2)[CH:22]=[C:21]([O:20][CH3:19])[CH:26]=1. Starting materials: CN1CCN(CCC1)C1=CC=C(S1)C(=O)OCC (Ethyl 5-(4-methyl-1,4-diazepan-1-yl)thiophene-2-carboxylate), COC=1C=C(C=C(C1)OC)CCC=1C=C(NN1)N (5-[2-(3,5-dimethoxyphenyl)ethyl]-2H-pyrazol-3-amine), solution, C[Al](C)C (trimethylaluminium). Reaction conditions: temperature 60 celsius, time 18 hour. Reactants: C(C)(=O)N1CCC(CC1)OC1=C(C=C(C=C1)[N+](=O)[O-])C (1-Acetyl-4-(4-nitro-2methylphenyoxy)piperidine), ( 1 ), Cl (hydrochloric acid). The reagents and catalysts are [Pd] (palladium/carbon). Solvent: C(C)O (ethanol). Run at time 2 hour. Product: Cl.C(C)(=O)N1CCC(CC1)OC1=C(C=C(C=C1)N)C (1-acetyl-4-(4-amino-2methylphenyloxy)piperidine hydrochloride). As a reaction SMILES: [C:1]([N:4]1[CH2:9][CH2:8][CH:7]([O:10][C:11]2[CH:16]=[CH:15][C:14]([N+:17]([O-])=O)=[CH:13][C:12]=2[CH3:20])[CH2:6][CH2:5]1)(=[O:3])[CH3:2].[ClH:21]>C(O)C.[Pd]>[ClH:21].[C:1]([N:4]1[CH2:9][CH2:8][CH:7]([O:10][C:11]2[CH:16]=[CH:15][C:14]([NH2:17])=[CH:13][C:12]=2[CH3:20])[CH2:6][CH2:5]1)(=[O:3])[CH3:2] |f:4.5|. Reported procedure: To a solution of 1-Acetyl-4-(4-nitro-2methylphenyoxy)piperidine (4.5 g) obtained in Example 23, (1) in ethanol (70 ml) was added conc. hydrochloric acid (1.4 ml) and, by using 10% palladium/carbon (containing 48% water, 0.5 g) as a catalyst, catalytic reduction was conducted under normal pressure for 2 hours. The catalyst was removed by filtration and the filtrate was concentrated under reduced pressure to obtain 1-acetyl-4-(4-amino-2methylphenyloxy)piperidine hydrochloride (5.1 g) as a light br... The reactants are O.NN (hydrazine monohydrate), S1C(=NC2=C1C=CC=C2)CN2C(C(N=C(C1=C2C=CC=C1)C1=C(C=CC=C1)F)N1C(C=2C(C1=O)=CC=CC2)=O)=O ((3RS)-1-(benzothiazol-2-yl)methyl-2,3-dihydro-5-(2-fluorophenyl)-3-phthalimido-1H-1,4-benzodiazepin-2-one), C(C)(=O)OCC (ethyl acetate). Run in C1CCOC1 (THF). Product: NC1C(N(C2=C(C(=N1)C1=C(C=CC=C1)F)C=CC=C2)CC=2SC1=C(N2)C=CC=C1)=O ((3RS)-3-amino-1-(benzo-thiazol-2-yl)methyl-2,3-dihydro-5-(2-fluorophenyl)-1H-1,4-benzo-diazepin-2-one). The yield is 11.1%. Reaction SMILES: [S:1]1[C:5]2[CH:6]=[CH:7][CH:8]=[CH:9][C:4]=2[N:3]=[C:2]1[CH2:10][N:11]1[C:17]2[CH:18]=[CH:19][CH:20]=[CH:21][C:16]=2[C:15]([C:22]2[CH:27]=[CH:26][CH:25]=[CH:24][C:23]=2[F:28])=[N:14][CH:13]([N:29]2C(=O)C3=CC=CC=C3C2=O)[C:12]1=[O:40].O.NN.C(OCC)(=O)C>C1COCC1>[NH2:29][CH:13]1[N:14]=[C:15]([C:22]2[CH:27]=[CH:26][CH:25]=[CH:24][C:23]=2[F:28])[C:16]2[CH:21]=[CH:20][CH:19]=[CH:18][C:17]=2[N:11]([CH2:10][C:2]2[S:1][C:5]3[CH:6]=[CH:7][CH:8]=[CH:9][C:4]=3[N:3]=2)[C:12]1=[O:40] |f:1.2|. Procedure: To a suspension of (3RS)-1-(benzothiazol-2-yl)methyl-2,3-dihydro-5-(2-fluorophenyl)-3-phthalimido-1H-1,4-benzodiazepin-2-one (1.30 g) in THF (50 ml) was added dropwise hydrazine monohydrate (0.12 g) under stirring at ambient temperature. The mixture was stirred for 2 hours at the same temperature and refluxed under stirring for 2 hours. The reaction mixture was cooled in an ice-bath. The resultant precipitates were filtered off atad washed with THF (30 ml). The filtrate and washing were combined...